This data is from the Open Reaction Database (ORD), a public repository of structured organic reaction records. The task is: describe an organic reaction: reactants, conditions, products, and yield Reactants: [N+](=O)([O-])C1=CC=C(C(=O)NC2CN(N(C2)CC)CC)C=C1 (4-nitro-N-(1,2-diethyl-4-pyrazolidinyl)benzamide), [H][H] (hydrogen). Reagents/catalysts: [Ni] (Raney nickel). The solvent is C(C)O (ethanol). The product is NC1=CC=C(C(=O)NC2CN(N(C2)CC)CC)C=C1 (4-Amino-N-(1,2-diethyl-4-pyrazolidinyl)benzamide). RXN SMILES: [N+:1]([C:4]1[CH:21]=[CH:20][C:7]([C:8]([NH:10][CH:11]2[CH2:15][N:14]([CH2:16][CH3:17])[N:13]([CH2:18][CH3:19])[CH2:12]2)=[O:9])=[CH:6][CH:5]=1)([O-])=O.[H][H]>C(O)C.[Ni]>[NH2:1][C:4]1[CH:21]=[CH:20][C:7]([C:8]([NH:10][CH:11]2[CH2:12][N:13]([CH2:18][CH3:19])[N:14]([CH2:16][CH3:17])[CH2:15]2)=[O:9])=[CH:6][CH:5]=1. Procedure details: A solution of 20 g. (0.069 mole) of 4-nitro-N-(1,2-diethyl-4-pyrazolidinyl)benzamide in ethanol was treated with Raney nickel and shaken in three atmospheres of hydrogen in a Parr apparatus at room temperature for two hours. The mixtures was filtered, the filtrate concentrated and the residue crystallized from isopropyl ether-ethyl acetate. The product (12.0 g.; 66.5%) melted at 119°-121° C. Starting materials: C(C)OC(C(CN(CCC1=CC=CC=C1)C1=NC(=NC=C1[N+](=O)[O-])Cl)(F)F)=O (3-[(2-chloro-5-nitro-pyrimidin-4-yl)-phenethyl-amino]-2,2-difluoro-propionic acid ethyl ester). Reagents/catalysts: [Fe] (iron). The solvent is C(C)(=O)O (acetic acid). Conditions: time 10 minute. Yields the product ClC=1N=CC2=C(N(CC(C(N2)=O)(F)F)CCC2=CC=CC=C2)N1 (2-chloro-7,7-difluoro-9-phenethyl-5,7,8,9-tetrahydro-pyrimido[4,5-b][1,4]diazepin-6-one). Isolated yield 64.0%. Reaction SMILES: C([O:3][C:4](=O)[C:5]([F:27])([F:26])[CH2:6][N:7]([C:16]1[C:21]([N+:22]([O-])=O)=[CH:20][N:19]=[C:18]([Cl:25])[N:17]=1)[CH2:8][CH2:9][C:10]1[CH:15]=[CH:14][CH:13]=[CH:12][CH:11]=1)C>C(O)(=O)C.[Fe]>[Cl:25][C:18]1[N:19]=[CH:20][C:21]2[NH:22][C:4](=[O:3])[C:5]([F:27])([F:26])[CH2:6][N:7]([CH2:8][CH2:9][C:10]3[CH:15]=[CH:14][CH:13]=[CH:12][CH:11]=3)[C:16]=2[N:17]=1. Procedure details: To a solution of 1.22 g (0.003 mole) of 3-[(2-chloro-5-nitro-pyrimidin-4-yl)-phenethyl-amino]-2,2-difluoro-propionic acid ethyl ester (IV-275) in 20 mL of acetic acid was added 1.3 g (0.023 g-atom) of iron powder. The mixture was heated to 80 degrees for 2 hours and then filtered while hot. Water and ethyl acetate were added to the filtrate and the mixture was stirred for 10 minutes and then filtered. The layers were separated. The organic layer was washed successively with ammonium hydroxide an...